Dataset: the Open Reaction Database (ORD), a public repository of structured organic reaction records. Task: describe an organic reaction: reactants, conditions, products, and yield Starting materials: [C-]#N.[Na+] (sodium cyanide), ClC1=C(OC=2C=[N+](C=CC2)[O-])C=CC=C1 (3-(2-chlorophenoxy)pyridine 1-oxide), COS(=O)(=O)OC (dimethylsulfate), ClC1=C(OC=2C=[N+](C=CC2)OC)C=CC=C1 (3-(2-chlorophenoxy)-1-methoxypyridinium). Solvent: O (water). Run at temperature 100 celsius, time 16 hour. The product is ClC1=C(OC=2C(=NC=CC2)C#N)C=CC=C1 (3-(2-chlorophenoxy)-2-pyridine-carbonitrile). Reaction SMILES: [Cl:1][C:2]1[CH:15]=[CH:14][CH:13]=[CH:12][C:3]=1[O:4][C:5]1[CH:6]=[N+:7]([O-])[CH:8]=[CH:9][CH:10]=1.COS(OC)(=O)=O.ClC1C=CC=CC=1OC1[CH:28]=[N+:29](OC)C=CC=1.[C-]#N.[Na+]>O>[Cl:1][C:2]1[CH:15]=[CH:14][CH:13]=[CH:12][C:3]=1[O:4][C:5]1[C:6]([C:28]#[N:29])=[N:7][CH:8]=[CH:9][CH:10]=1 |f:3.4|. Procedure details: A mixture of 22 g of 3-(2-chlorophenoxy)pyridine 1-oxide and 22 g of dimethylsulfate is heated at 100° C. for 4 hours. The 3-(2-chlorophenoxy)-1-methoxypyridinium methosulfate is cooled and dissolved in 100 ml of water. This solution is added dropwise with stirring to a 0°-5° C. solution of 50 g of sodium cyanide in 100 ml under a nitrogen atmosphere. The mixture is stirred 16 hours and extracted with 250 ml of chloroform. The extract is dried, concentrated and distilled to yield 3-(2-chlorophen... The reactants are CC(=O)OC(C)=O, [Na+], CCC(C)c1cc(C=O)c2nc(C)c(C)c(O)c2c1, O=C([O-])O, c1ccncc1. Yields the product CCC(C)c1cc(C=O)c2nc(C)c(C)c(OC(C)=O)c2c1. As a reaction SMILES: [CH3:25][C:26](=[O:27])[O:28][C:29](=[O:30])[CH3:31].[Na+:20].[OH:1][c:2]1[c:3]([CH3:19])[c:4]([CH3:18])[n:5][c:6]2[c:7]([CH:16]=[O:17])[cH:8][c:9]([CH:12]([CH3:13])[CH2:14][CH3:15])[cH:10][c:11]12.[OH:21][C:22](=[O:23])[O-:24].[cH:32]1[cH:33][cH:34][n:35][cH:36][cH:37]1>>[O:1]([c:2]1[c:3]([CH3:19])[c:4]([CH3:18])[n:5][c:6]2[c:7]([CH:16]=[O:17])[cH:8][c:9]([CH:12]([CH3:13])[CH2:14][CH3:15])[cH:10][c:11]12)[C:26]([CH3:25])=[O:27]. Reactants: FC1=CC2=C(C(=NO2)C2=CC=C(C=C2)OC[C@@H]2OC2)C=C1 ((R)-6-fluoro-3-(4-oxiranylmethoxy-phenyl)-benzo[d]isoxazole), ClC1=C(CN)C=CC=C1 (2-chlorobenzylamine). Solvent: CN(C=O)C (dimethylformamide), C(C)O (ethanol). Yields the product ClC1=C(CNC[C@H](COC2=CC=C(C=C2)C2=NOC3=C2C=CC(=C3)F)O)C=CC=C1 ((R)-1-(2-chloro-benzylamino)-3-[4-(6-fluoro-benzo[d]isoxazol-3-yl)-phenoxy]-propan-2-ol). Reaction SMILES: [F:1][C:2]1[CH:21]=[CH:20][C:5]2[C:6]([C:9]3[CH:14]=[CH:13][C:12]([O:15][CH2:16][C@H:17]4[CH2:19][O:18]4)=[CH:11][CH:10]=3)=[N:7][O:8][C:4]=2[CH:3]=1.[Cl:22][C:23]1[CH:30]=[CH:29][CH:28]=[CH:27][C:24]=1[CH2:25][NH2:26]>CN(C)C=O.C(O)C>[Cl:22][C:23]1[CH:30]=[CH:29][CH:28]=[CH:27][C:24]=1[CH2:25][NH:26][CH2:19][C@@H:17]([OH:18])[CH2:16][O:15][C:12]1[CH:11]=[CH:10][C:9]([C:6]2[C:5]3[CH:20]=[CH:21][C:2]([F:1])=[CH:3][C:4]=3[O:8][N:7]=2)=[CH:14][CH:13]=1. Reported procedure: The title compound is prepared from a mixture of (R)-6-fluoro-3-(4-oxiranylmethoxy-phenyl)-benzo[d]isoxazole in dimethylformamide and 2-chlorobenzylamine in ethanol, essentially as described above in Example 70. Purity by LC/MS=98%, [M+H]+=427. The solvent is CN(C)C=O (DMF). The product is C(=C)OC(=O)N1C[C@@H]2C[C@@H]3[C@](C[C@@H]([C@@]4([C@]5(C=CC(C=C5[C@H](C[C@@H]34)F)=O)C)F)O)([C@@]2(C1)C(CSC)=O)C ((4aS,4bR,5S,6aS,6bS,9aR,10aS,10bS,12S)-4b,12-Difluoro-5-hydroxy-4a,6a-dimethyl-6b-(2-methylsulfanyl-acetyl)-2-oxo-2,4b,5,6,6a,6b,7,9,9a,10,10a,10b,11,12-tetradecahydro-4aH-8-aza-pentaleno[2,1-a]phenanthrene-8-carboxylic acid vinyl ester). Isolated yield 54.7%. Reported procedure: A mixture of compound 164 (203 mg, 0.413 mmol), methansulfonyl chloride (38.6 μl, 0.496 mmol) and DIPEA (108 μl, 0.620 mmol) in dry DMF (3 ml) is stirred at RT under nitrogen for 1 hour. Further methansulfonyl chloride (16.09 μl, 0.207 mmol) and DIPEA (54.1 μl, 0.310 mmol) are added and the mixture is stirred at RT for 2 hours. Sodiumethanethiolate (87 mg, 1.239 mmol) is added and the mixture is stirred at RT for 16 hours. The reaction the mixture is partitioned between AcOEt and brine, then the... Run at time 1 hour. Starting materials: C(C)[S-].[Na+] (Sodiumethanethiolate), CS(=O)(=O)Cl (methansulfonyl chloride), CCN(C(C)C)C(C)C (DIPEA), C(=C)OC(=O)N1C[C@@H]2C[C@@H]3[C@](C[C@@H]([C@@]4([C@]5(C=CC(C=C5[C@H](C[C@@H]34)F)=O)C)F)O)([C@@]2(C1)C(CO)=O)C ((4aS,4bR,5S,6aS,6bS,9aR,10aS,10bS,12S)-4b,12-Difluoro-5-hydroxy-6b-(2-hydroxy-acetyl)-4a,6a-dimethyl-2-oxo-2,4b,5,6,6a,6b,7,9,9a,10,10a,10b,11,12-tetradecahydro-4aH-8-aza-pentaleno[2,1-a]phenanthrene-8-carboxylic acid vinyl ester), CS(=O)(=O)Cl (methansulfonyl chloride), CCN(C(C)C)C(C)C (DIPEA). As a reaction SMILES: [CH:1]([O:3][C:4]([N:6]1[CH2:30][C@:29]2([C:31](=[O:34])[CH2:32]O)[C@@H:8]([CH2:9][C@H:10]3[C@H:23]4[C@@:14]([F:27])([C@:15]5([CH3:26])[C:20]([C@@H:21]([F:24])[CH2:22]4)=[CH:19][C:18](=[O:25])[CH:17]=[CH:16]5)[C@@H:13]([OH:28])[CH2:12][C@@:11]32[CH3:35])[CH2:7]1)=[O:5])=[CH2:2].[CH3:36][S:37](Cl)(=O)=O.CCN(C(C)C)C(C)C.C([S-])C.[Na+]>CN(C=O)C>[CH:1]([O:3][C:4]([N:6]1[CH2:30][C@:29]2([C:31](=[O:34])[CH2:32][S:37][CH3:36])[C@@H:8]([CH2:9][C@H:10]3[C@H:23]4[C@@:14]([F:27])([C@:15]5([CH3:26])[C:20]([C@@H:21]([F:24])[CH2:22]4)=[CH:19][C:18](=[O:25])[CH:17]=[CH:16]5)[C@@H:13]([OH:28])[CH2:12][C@@:11]32[CH3:35])[CH2:7]1)=[O:5])=[CH2:2] |f:3.4|. Reactants: COc1cc2ncnc(Nc3cccc(Br)c3)c2c([N+](=O)[O-])c1OC, CO, [Cl-], ClC(Cl)Cl, [NH4+], O. The product is COc1cc2ncnc(Nc3cccc(Br)c3)c2c(N)c1OC. Reaction SMILES: [Br:1][c:2]1[cH:3][c:4]([NH:8][c:9]2[n:10][cH:11][n:12][c:13]3[cH:14][c:15]([O:24][CH3:25])[c:16]([O:22][CH3:23])[c:17]([N+:19]([O-:20])=[O:21])[c:18]23)[cH:5][cH:6][cH:7]1.[CH3:33][OH:34].[Cl-:26].[Cl:29][CH:30]([Cl:31])[Cl:32].[NH4+:27].[OH2:28]>>[Br:1][c:2]1[cH:3][c:4]([NH:8][c:9]2[n:10][cH:11][n:12][c:13]3[cH:14][c:15]([O:24][CH3:25])[c:16]([O:22][CH3:23])[c:17]([NH2:19])[c:18]23)[cH:5][cH:6][cH:7]1.